Task: describe an organic reaction: reactants, conditions, products, and yield. Dataset: the Open Reaction Database (ORD), a public repository of structured organic reaction records The reactants are N1=C2C(=O)OC(C2=CC=C1)=O (quinolinic acid anhydride), [Al+3].[Cl-].[Cl-].[Cl-] (AlCl3), C1=CC=CC=C1 (benzene). Reaction conditions: time 3 hour. Yields the product C(C1=CC=CC=C1)(=O)C=1C(=NC=CC1)C(=O)O (3-benzoylpyridine-2-carboxylic acid). RXN SMILES: [N:1]1[CH:10]=[CH:9][CH:8]=[C:7]2[C:2]=1[C:3]([O:5][C:6]2=[O:11])=[O:4].[Al+3].[Cl-].[Cl-].[Cl-].[CH:16]1[CH:21]=[CH:20][CH:19]=[CH:18][CH:17]=1>>[C:6]([C:7]1[C:2]([C:3]([OH:5])=[O:4])=[N:1][CH:10]=[CH:9][CH:8]=1)(=[O:11])[C:16]1[CH:21]=[CH:20][CH:19]=[CH:18][CH:17]=1 |f:1.2.3.4|. Reported procedure: 10 g (67 mmol) quinolinic acid anhydride was suspended in 50 ml benzene and 17.9 g (134 mmol) AlCl3 was added in portions while cooling on ice. After completion of the addition, it was stirred for a further 3 hours at room temperature, carefully admixed with ice and aspirated from the precipitate which was present. The crude product was purified by column chromatography on silica gel 60 using ethyl acetate/dichloromethane 1/1 as the eluent.